From a dataset of the Open Reaction Database (ORD), a public repository of structured organic reaction records. describe an organic reaction: reactants, conditions, products, and yield Product: COc1cc2c(c3c1OC(C)(C)C3)C(c1cccc(N3CCNC3=O)c1)=NC(C)(C)C2. As a reaction SMILES: [CH3:1][C:2]([CH3:3])([O-:4])[CH3:5].[CH3:40][N:41]([CH3:42])[CH:43]=[O:44].[Cl:7][CH2:8][CH2:9][NH:10][C:11](=[O:12])[NH:13][c:14]1[cH:15][c:16]([C:20]2=[N:21][C:22]([CH3:37])([CH3:38])[CH2:23][c:24]3[cH:25][c:26]([O:35][CH3:36])[c:27]4[c:28]([c:29]32)[CH2:30][C:31]([CH3:33])([CH3:34])[O:32]4)[cH:17][cH:18][cH:19]1.[K+:6].[OH2:39]>>[CH2:8]1[CH2:9][NH:10][C:11](=[O:12])[N:13]1[c:14]1[cH:15][c:16]([C:20]2=[N:21][C:22]([CH3:37])([CH3:38])[CH2:23][c:24]3[cH:25][c:26]([O:35][CH3:36])[c:27]4[c:28]([c:29]32)[CH2:30][C:31]([CH3:33])([CH3:34])[O:32]4)[cH:17][cH:18][cH:19]1. The reactants are CC(C)(C)[O-], CN(C)C=O, COc1cc2c(c3c1OC(C)(C)C3)C(c1cccc(NC(=O)NCCCl)c1)=NC(C)(C)C2, [K+], O. Starting materials: C(CCCCCCC=CC=CC)Br (8,10-dodecadienyl bromide), [OH-].[Na+] (NaOH), O (water). Solvent: CN1C(CCC1)=O (N-methylpyrrolidinone). Reaction conditions: temperature 95 celsius. Product: C(CCCCCCC=CC=CC)O (8,10-dodecadienol). The yield is 65.5%. RXN SMILES: [CH2:1](Br)[CH2:2][CH2:3][CH2:4][CH2:5][CH2:6][CH2:7][CH:8]=[CH:9][CH:10]=[CH:11][CH3:12].[OH-:14].[Na+].O>CN1CCCC1=O>[CH2:1]([OH:14])[CH2:2][CH2:3][CH2:4][CH2:5][CH2:6][CH2:7][CH:8]=[CH:9][CH:10]=[CH:11][CH3:12] |f:1.2|. Reported procedure: 8,10-dodecadienyl bromide (1.0 g, 4.08 mmol), prepared as described above, was dissolved in N-methylpyrrolidinone (0.96 mL) under Ar-atmosphere, and 50% NaOH (0.22 mL, 4.18 mmol) was added via syringe. The reaction mixture was heated to 95° C. for 4 hrs. A colourless precipitate was observed. After cooling to room temperature, water (10 mL) was added and the resulting mixture was extracted with heptane (3×6 mL). The resulting organic phase was washed with water (10 mL) and dried (Na2SO4). Evapor... The reactants are N (ammonia), C(#N)C(C#N)=C(SCC)SCC (2-cyano-3,3-bis(ethylthio)propenenitrile). The solvent is C(C)O (ethanol). Reaction conditions: time 0.5 hour. The product is NC(=C(C#N)C#N)SCC (3-amino-2-cyano-3-(ethylthio)propenenitrile). As a reaction SMILES: [NH3:1].[C:2]([C:4](=[C:7](SCC)[S:8][CH2:9][CH3:10])[C:5]#[N:6])#[N:3]>C(O)C>[NH2:1][C:7]([S:8][CH2:9][CH3:10])=[C:4]([C:5]#[N:6])[C:2]#[N:3]. Procedure: Into 2.0 liters of ethanol, previously saturated with ammonia, was added 378 g of 2-cyano-3,3-bis(ethylthio)propenenitrile. The mildly exothermic reaction warmed the mixture to 38°. The mixture was stirred at ambient temperature for 0.5 hour, then heated under reflux (ca 55°) for 1.0 hour. The mixture was concentrated by distillation of about one liter of solvent. To the mixture was added 1.5 liters of ice-water and the mixture was cooled in an ice-bath. The yellow solid was isolated and dried t... Starting materials: CC1=C(C=CC(=C1)C)C1=C2C(C(=NNC2=CC=C1)C)=O (5-(2,4-dimethylphenyl)-3-methylcinnolin-4(1H)-one), BrC(CCC)CCC (4-bromoheptane), [H-].[Na+] (sodium hydride). Run in CN1CCCC1 (N-methylpyrrolidine). Reaction conditions: time 75 minute. The product is CC1=C(C=CC(=C1)C)C1=C2C(C(=NN(C2=CC=C1)C(CCC)CCC)C)=O (5-(2,4-Dimethylphenyl)-3-methyl-1-(1-propylbutyl)cinnolin-4(1H)-one). Yield: 75.0%. Reaction SMILES: [CH3:1][C:2]1[CH:7]=[C:6]([CH3:8])[CH:5]=[CH:4][C:3]=1[C:9]1[CH:18]=[CH:17][CH:16]=[C:15]2[C:10]=1[C:11](=[O:20])[C:12]([CH3:19])=[N:13][NH:14]2.Br[CH:22]([CH2:26][CH2:27][CH3:28])[CH2:23][CH2:24][CH3:25].[H-].[Na+]>CN1CCCC1>[CH3:1][C:2]1[CH:7]=[C:6]([CH3:8])[CH:5]=[CH:4][C:3]=1[C:9]1[CH:18]=[CH:17][CH:16]=[C:15]2[C:10]=1[C:11](=[O:20])[C:12]([CH3:19])=[N:13][N:14]2[CH:22]([CH2:26][CH2:27][CH3:28])[CH2:23][CH2:24][CH3:25] |f:2.3|. Procedure: To 0.041 g (0.16 mmol) of 5-(2,4-dimethylphenyl)-3-methylcinnolin-4(1H)-one in 0.5 mL of N-methylpyrrolidine was added 0.069 mL of 4-bromoheptane and 0.012 g (0.31 mmol) of sodium hydride (60% dispersion in mineral oil). The mixture was stirred for 75 min. at room temperature and quenched with water. The mixture was extracted with ethyl acetate and the combined organics were washed with water and brine, dried over sodium sulfate, filtered and concentrated. The residue was purified by flash chrom... Starting materials: C(C)(=O)O[BH-](OC(C)=O)OC(C)=O.[Na+] (Sodium triacetoxyborohydride), C(C)(C)(C)OC(=O)NC1=C(C=CC=C1)NC(C1=CC=C(C=C1)C1=NC=C(C=C1C#N)C=O)=O (N-(2-t-Butoxycarbonylaminophenyl)-4-(3-cyano-5-formylpyridin-2-yl)benzamide), CNCC1CCCO1 (N-methyltetrahydrofurfurylamine), C(C)(=O)O (acetic acid), FC(C(=O)O)(F)F (trifluoroacetic acid). The solvent is O1CCCC1 (tetrahydrofuran), ClCCl (dichloromethane). Run at time 1 hour. Product: NC1=C(C=CC=C1)NC(C1=CC=C(C=C1)C1=NC=C(C=C1C#N)CN(CC1OCCC1)C)=O (N-(2-aminophenyl)-4-(3-cyano-5-{[methyl(tetrahydrofuran-2-ylmethyl)amino]methyl}pyridin-2-yl)benzamide). As a reaction SMILES: C(OC([NH:8][C:9]1[CH:14]=[CH:13][CH:12]=[CH:11][C:10]=1[NH:15][C:16](=[O:33])[C:17]1[CH:22]=[CH:21][C:20]([C:23]2[C:28]([C:29]#[N:30])=[CH:27][C:26](C=O)=[CH:25][N:24]=2)=[CH:19][CH:18]=1)=O)(C)(C)C.[CH3:34][NH:35][CH2:36][CH:37]1[O:41][CH2:40][CH2:39][CH2:38]1.[C:42](O)(=O)C.C(O[BH-](OC(=O)C)OC(=O)C)(=O)C.[Na+].FC(F)(F)C(O)=O>O1CCCC1.ClCCl>[NH2:8][C:9]1[CH:14]=[CH:13][CH:12]=[CH:11][C:10]=1[NH:15][C:16](=[O:33])[C:17]1[CH:22]=[CH:21][C:20]([C:23]2[C:28]([C:29]#[N:30])=[CH:27][C:26]([CH2:34][N:35]([CH3:42])[CH2:36][CH:37]3[CH2:38][CH2:39][CH2:40][O:41]3)=[CH:25][N:24]=2)=[CH:19][CH:18]=1 |f:3.4|. Reported procedure: N-(2-t-Butoxycarbonylaminophenyl)-4-(3-cyano-5-formylpyridin-2-yl)benzamide (0.20 g, 0.45 mmol; prepared as described in Method 15 below), N-methyltetrahydrofurfurylamine (81 mg, 0.7 mmol) and acetic acid (26 μl, 0.45 mmol) were dissolved in tetrahydrofuran (5 ml). The mixture was stirred at ambient temperature for 1 hour. Sodium triacetoxyborohydride (144 mg, 0.7 mmol) was then added and the mixture stirred for a further 3 hours. The mixture was concentrated and the residue purified by flash ch... The reactants are CC(C)CCCC(C)C1=CCC2C3CC=C4C(C)(C)C(OC(=O)c5ccccc5)CCC4(C)C3CCC12C, CO, ClCCl, [Na+], [OH-], O=C(OO)c1cccc(Cl)c1. Yields the product CC(C)CCCC(C)C1C2OC2C2C3CC=C4C(C)(C)C(OC(=O)c5ccccc5)CCC4(C)C3CCC12C. As a reaction SMILES: [C:1]([c:2]1[cH:3][cH:4][cH:5][cH:6][cH:7]1)(=[O:8])[O:9][CH:10]1[C:11]([CH3:37])([CH3:38])[C:12]2=[CH:13][CH2:14][CH:15]3[CH:16]4[CH2:17][CH:18]=[C:19]([CH:20]([CH2:21][CH2:22][CH2:23][CH:24]([CH3:25])[CH3:26])[CH3:27])[C:28]4([CH3:36])[CH2:29][CH2:30][CH:31]3[C:32]2([CH3:35])[CH2:33][CH2:34]1.[CH3:52][OH:53].[Cl:54][CH2:55][Cl:56].[Na+:51].[OH-:50].[OH:39][O:40][C:41]([c:42]1[cH:43][c:44]([Cl:45])[cH:46][cH:47][cH:48]1)=[O:49]>>[C:1]([c:2]1[cH:3][cH:4][cH:5][cH:6][cH:7]1)(=[O:8])[O:9][CH:10]1[C:11]([CH3:37])([CH3:38])[C:12]2=[CH:13][CH2:14][CH:15]3[CH:16]4[CH:17]5[CH:18]([CH:19]([CH:20]([CH2:21][CH2:22][CH2:23][CH:24]([CH3:25])[CH3:26])[CH3:27])[C:28]4([CH3:36])[CH2:29][CH2:30][CH:31]3[C:32]2([CH3:35])[CH2:33][CH2:34]1)[O:39]5. The reactants are C1(=CC=CC=C1)C=1C2=C(OC1)C=C1CCCC1=C2 (6,7-dihydro-3-phenyl-5H-indeno-[5,6-b]furan), [N+](=O)([N+](=O)[O-])[O-] (dinitrogen tetraoxide). Solvent: C(Cl)(Cl)Cl (chloroform). Yields the product [N+](=O)([O-])C1=C(C2=C(O1)C=C1CCCC1=C2)C2=CC=CC=C2 (6,7-dihydro-2-nitro-3-phenyl-5H-indeno-[5,6-b]-furan). Reaction SMILES: [C:1]1([C:7]2[C:8]3[CH:18]=[C:17]4[C:13]([CH2:14][CH2:15][CH2:16]4)=[CH:12][C:9]=3[O:10][CH:11]=2)[CH:6]=[CH:5][CH:4]=[CH:3][CH:2]=1.[N+:19]([O-:24])([N+]([O-])=O)=[O:20]>C(Cl)(Cl)Cl>[N+:19]([C:11]1[O:10][C:9]2[CH:12]=[C:13]3[C:17](=[CH:18][C:8]=2[C:7]=1[C:1]1[CH:2]=[CH:3][CH:4]=[CH:5][CH:6]=1)[CH2:16][CH2:15][CH2:14]3)([O-:24])=[O:20]. Procedure details: To a solution of 2.3 g. (0.01 mole) of the product of step B in 100 ml. of chloroform is added 1.8 g. (0.02 mole) of dinitrogen tetraoxide, and the mixture is stirred at about 20° C. for 20 hours. The mixture is evaporated, and the residue is triturated with isopropyl ether to provide a precipitate. The precipitate is separated by filtration and recrystallized from methanol to provide 6,7-dihydro-2-nitro-3-phenyl-5H-indeno-[5,6-b]-furan, m.p. 161°-164° C.